describe an organic reaction: reactants, conditions, products, and yield From a dataset of the Open Reaction Database (ORD), a public repository of structured organic reaction records. Starting materials: C(C1=CC=CC=C1)N(C(=O)COC(C)=O)CCO (Acetic acid [benzyl-(2-hydroxyethyl)carbamoyl]methyl ester), N1=CC=CC=C1 (pyridine), CS(=O)C (Dimethylsulfoxide), C(C)(C)N(C(C)C)CC (N,N-diisopropylethylamine). Run in C(C)(=O)OCC (ethyl acetate). Run at temperature -15 celsius, time 8 hour. Yields the product C(C1=CC=CC=C1)N(C(=O)COC(C)=O)CC=O (acetic acid [benzyl-(2-oxo-ethyl)carbamoyl]methyl ester). Isolated yield 56.6%. Reaction SMILES: [CH2:1]([N:8]([CH2:16][CH2:17][OH:18])[C:9]([CH2:11][O:12][C:13](=[O:15])[CH3:14])=[O:10])[C:2]1[CH:7]=[CH:6][CH:5]=[CH:4][CH:3]=1.CS(C)=O.C(N(CC)C(C)C)(C)C.N1C=CC=CC=1>C(OCC)(=O)C>[CH2:1]([N:8]([CH2:16][CH:17]=[O:18])[C:9]([CH2:11][O:12][C:13](=[O:15])[CH3:14])=[O:10])[C:2]1[CH:3]=[CH:4][CH:5]=[CH:6][CH:7]=1. Procedure: Acetic acid [benzyl-(2-hydroxyethyl)carbamoyl]methyl ester (1.28 g, 5.10 mmol) was weighed into a 200 mL round bottom flask and purged with nitrogen. Dichloromethane (50 mL) was added, and the reaction was cooled to −15° C. for 10 minutes. Dimethylsulfoxide (3.61 mL, 51.0 mmol.), N,N-diisopropylethylamine (4.43 mL, 25.5 mmol), and pyridine.sulfur trioxide complex (4.06 g, 25.5 mmol) were then added sequentially at −15° C. The reaction was allowed to warm slowly to room temperature and stirred ov... Yields the product COC(C(CCC1N(CCC1)C)C1=CC=C(C=C1)Br)=O (2-(4-Bromo-phenyl)-4-(1-methyl-pyrrolidin-2-yl)-butyric acid methyl ester). Run in O=S(Cl)Cl (SOCl2). Reactants: BrC1=CC=C(C=C1)C(C(=O)O)CCC1N(CCC1)C (2-(4-bromo-phenyl)-4-(1-methyl-pyrrolidin-2-yl)-butyric acid), CO (MeOH). Reported procedure: To the solution of 2-(4-bromo-phenyl)-4-(1-methyl-pyrrolidin-2-yl)-butyric acid in MeOH (60 mL), SOCl2 (2 mL) was added at 0 degrees Celsius, then the mixture refluxed for 5 h. After cooling, the solution was evaporated to dryness under reduced pressure, then EtOAc was added, the organic layer was washed with aq. NaHCO3, dried with MgSO4, and evaporated to give an oil. MS: calc'd 340 (MH+), exp 340 (MH+). RXN SMILES: [Br:1][C:2]1[CH:7]=[CH:6][C:5]([CH:8]([CH2:12][CH2:13][CH:14]2[CH2:18][CH2:17][CH2:16][N:15]2[CH3:19])[C:9]([OH:11])=[O:10])=[CH:4][CH:3]=1.[CH3:20]O>O=S(Cl)Cl>[CH3:20][O:10][C:9](=[O:11])[CH:8]([C:5]1[CH:4]=[CH:3][C:2]([Br:1])=[CH:7][CH:6]=1)[CH2:12][CH2:13][CH:14]1[CH2:18][CH2:17][CH2:16][N:15]1[CH3:19].